Dataset: the Open Reaction Database (ORD), a public repository of structured organic reaction records. Task: describe an organic reaction: reactants, conditions, products, and yield The reactants are O=C([O-])[O-], CCOC(=O)c1cnn(-c2ccc3ccccc3n2)c1S(N)(=O)=O, CCCCN=C=O, CC#N, [K+], [K+]. Product: CCCCNC(=O)NS(=O)(=O)c1c(C(=O)OCC)cnn1-c1ccc2ccccc2n1. RXN SMILES: [C:25](=[O:26])([O-:27])[O-:28].[CH2:1]([CH3:2])[O:3][C:4](=[O:5])[c:6]1[cH:7][n:8][n:9](-[c:15]2[n:16][c:17]3[cH:18][cH:19][cH:20][cH:21][c:22]3[cH:23][cH:24]2)[c:10]1[S:11](=[O:12])(=[O:13])[NH2:14].[CH2:31]([CH2:32][CH2:33][CH3:34])[N:35]=[C:36]=[O:37].[CH3:38][C:39]#[N:40].[K+:29].[K+:30]>>[CH2:1]([CH3:2])[O:3][C:4](=[O:5])[c:6]1[cH:7][n:8][n:9](-[c:15]2[n:16][c:17]3[cH:18][cH:19][cH:20][cH:21][c:22]3[cH:23][cH:24]2)[c:10]1[S:11](=[O:12])(=[O:13])[NH:14][C:36]([NH:35][CH2:31][CH2:32][CH2:33][CH3:34])=[O:37]. Starting materials: O=C([O-])O, [Na+], BrP(Br)Br, CCC(O)CCN1CCN(C(c2ccccc2)c2ccccc2)CC1, c1ccccc1. Product: CCC(Br)CCN1CCN(C(c2ccccc2)c2ccccc2)CC1. Reaction SMILES: [C:30](=[O:31])([O-:32])[OH:33].[Na+:34].[P:26]([Br:27])([Br:28])[Br:29].[c:1]1([CH:7]([N:8]2[CH2:9][CH2:10][N:11]([CH2:14][CH2:15][CH:16]([CH2:17][CH3:18])[OH:19])[CH2:12][CH2:13]2)[c:20]2[cH:21][cH:22][cH:23][cH:24][cH:25]2)[cH:2][cH:3][cH:4][cH:5][cH:6]1.[cH:35]1[cH:36][cH:37][cH:38][cH:39][cH:40]1>>[c:1]1([CH:7]([N:8]2[CH2:9][CH2:10][N:11]([CH2:14][CH2:15][CH:16]([CH2:17][CH3:18])[Br:27])[CH2:12][CH2:13]2)[c:20]2[cH:21][cH:22][cH:23][cH:24][cH:25]2)[cH:2][cH:3][cH:4][cH:5][cH:6]1. Reactants: O=C1CCC(=O)N1Br, CCOC(=O)c1sc(-c2ccc(C(F)(F)F)cc2)nc1C, ClC(Cl)Cl, CC(C)(C#N)N=NC(C)(C)C#N, O. The product is CCOC(=O)c1sc(-c2ccc(C(F)(F)F)cc2)nc1CBr. As a reaction SMILES: [Br:22][N:23]1[C:24](=[O:25])[CH2:26][CH2:27][C:28]1=[O:29].[CH2:1]([CH3:2])[O:3][C:4](=[O:5])[c:6]1[c:7]([CH3:21])[n:8][c:9](-[c:11]2[cH:12][cH:13][c:14]([C:17]([F:18])([F:19])[F:20])[cH:15][cH:16]2)[s:10]1.[CH:43]([Cl:44])([Cl:45])[Cl:46].[N:30]([C:31]([CH3:32])([CH3:33])[C:34]#[N:35])=[N:36][C:37]([CH3:38])([CH3:39])[C:40]#[N:41].[OH2:42]>>[CH2:1]([CH3:2])[O:3][C:4](=[O:5])[c:6]1[c:7]([CH2:21][Br:22])[n:8][c:9](-[c:11]2[cH:12][cH:13][c:14]([C:17]([F:18])([F:19])[F:20])[cH:15][cH:16]2)[s:10]1. Reactants: BrC=1C=C(C=NC1)OC (5-bromo-3-methoxy pyridine), ClC1=NC=C(C=C1)C#C (2-chloro-5-ethynyl-pyridine). Product: C(#C)C=1C=C(C=NC1)OC (5-Ethynyl-3-methoxy pyridine). As a reaction SMILES: Br[C:2]1[CH:3]=[C:4]([O:8][CH3:9])[CH:5]=[N:6][CH:7]=1.Cl[C:11]1[CH:16]=CC(C#C)=CN=1>>[C:11]([C:2]1[CH:3]=[C:4]([O:8][CH3:9])[CH:5]=[N:6][CH:7]=1)#[CH:16]. Reported procedure: 5-Ethynyl-3-methoxy pyridine was prepared from 5-bromo-3-methoxy pyridine (Frontier) in the same manner as 2-chloro-5-ethynyl-pyridine (Example 1). Reactants: O=C([O-])[O-], C[N+](C)(C)c1ccccc1, Cc1ccccc1, CN1CCC23c4c5ccc(O)c4OC2C(O)C=CC3C1C5, [Cl-], [K+], [K+], O. Product: COc1ccc2c3c1OC1C(O)C=CC4C(C2)N(C)CCC341. RXN SMILES: [C:22](=[O:23])([O-:24])[O-:25].[CH3:30][N+:31]([CH3:32])([CH3:33])[c:34]1[cH:35][cH:36][cH:37][cH:38][cH:39]1.[CH3:40][c:41]1[cH:42][cH:43][cH:44][cH:45][cH:46]1.[CH:1]12[CH:2]=[CH:3][CH:4]([OH:5])[CH:6]3[O:7][c:8]4[c:9]([OH:10])[cH:11][cH:12][c:13]5[c:21]4[C:20]13[CH2:19][CH2:18][N:16]([CH3:17])[CH:15]2[CH2:14]5.[Cl-:29].[K+:26].[K+:27].[OH2:28]>>[CH:1]12[CH:2]=[CH:3][CH:4]([OH:5])[CH:6]3[O:7][c:8]4[c:9]([O:10][CH3:22])[cH:11][cH:12][c:13]5[c:21]4[C:20]13[CH2:19][CH2:18][N:16]([CH3:17])[CH:15]2[CH2:14]5. Reactants: COC(=O)C(C)Br, O=C([O-])[O-], CN(c1ccc(O)cc1)c1nc2ccccc2[nH]1, CN(C)C=O, [K+], [K+], O. Product: COC(=O)C(C)Oc1ccc(N(C)c2nc3ccccc3[nH]2)cc1. As a reaction SMILES: [Br:19][CH:20]([C:21](=[O:22])[O:23][CH3:24])[CH3:25].[C:26](=[O:27])([O-:28])[O-:29].[CH3:1][N:2]([c:3]1[nH:4][c:5]2[c:6]([n:7]1)[cH:8][cH:9][cH:10][cH:11]2)[c:12]1[cH:13][cH:14][c:15]([OH:18])[cH:16][cH:17]1.[CH3:32][N:33]([CH3:34])[CH:35]=[O:36].[K+:30].[K+:31].[OH2:37]>>[CH3:1][N:2]([c:3]1[n:4][c:5]2[c:6]([nH:7]1)[cH:8][cH:9][cH:10][cH:11]2)[c:12]1[cH:13][cH:14][c:15]([O:18][CH:20]([C:21](=[O:22])[O:23][CH3:24])[CH3:25])[cH:16][cH:17]1. Starting materials: [Cl-].[Na+] (sodium chloride), ClC=1C=C(COC2=CC=C(N)C=C2)C=CC1Cl (4-(3,4-Dichlorobenzyloxy)aniline), CON(C(=O)Cl)C (N-methoxy-N-methylcarbamyl chloride), N1=CC=CC=C1 (pyridine). The solvent is C1(=CC=CC=C1)C (toluene), O (Water). Product: ClC=1C=C(COC2=CC=C(C=C2)NC(=O)N(OC)C)C=CC1Cl (N-[4-(3,4-dichlorobenzyloxy)phenyl]-N'-methyl-N'-methoxyurea). Yield: 36.8%. Reaction SMILES: [Cl:1][C:2]1[CH:3]=[C:4]([CH:14]=[CH:15][C:16]=1[Cl:17])[CH2:5][O:6][C:7]1[CH:13]=[CH:12][C:10]([NH2:11])=[CH:9][CH:8]=1.[CH3:18][O:19][N:20]([CH3:24])[C:21](Cl)=[O:22].N1C=CC=CC=1.[Cl-].[Na+]>C1(C)C=CC=CC=1.O>[Cl:1][C:2]1[CH:3]=[C:4]([CH:14]=[CH:15][C:16]=1[Cl:17])[CH2:5][O:6][C:7]1[CH:13]=[CH:12][C:10]([NH:11][C:21]([N:20]([CH3:24])[O:19][CH3:18])=[O:22])=[CH:9][CH:8]=1 |f:3.4|. Reported procedure: 4-(3,4-Dichlorobenzyloxy)aniline (26.7 g), N-methoxy-N-methylcarbamyl chloride (13.5 g) and pyridine (8.7 g) are dissolved in toluene (200 ml), and the reaction mixture is heated under reflux for 5 hours. Water is added to the reaction mixture to dissolve the by-produced sodium chloride. The toluene layer is washed with dilute hydrochloric acid and water in that order, dried and concentrated under reduced pressure. The residual crude crystals are recrystallized from ethanol to give N-[4-(3,4-dic...